describe an organic reaction: reactants, conditions, products, and yield From a dataset of the Open Reaction Database (ORD), a public repository of structured organic reaction records. The reactants are ClC1=C(C=C(C(=C1)F)[N+](=O)[O-])O (2-chloro-4-fluoro-5-nitrophenol), C([O-])([O-])=O.[K+].[K+] (potassium carbonate), BrCC1CSCCC1 (3-bromomethyltetrahydrothiopyran). Reagents/catalysts: [I-].[K+] (potassium iodide). Run in C(C)#N (acetonitrile). Reaction conditions: temperature 25 celsius. Yields the product ClC1=C(C=C(C(=C1)F)[N+](=O)[O-])OCC1CSCCC1 (2-chloro-4-fluoro-5-nitro-1-(3-tetrahydrothiopyranylmethoxy)benzene). Isolated yield 28.8%. As a reaction SMILES: [Cl:1][C:2]1[CH:7]=[C:6]([F:8])[C:5]([N+:9]([O-:11])=[O:10])=[CH:4][C:3]=1[OH:12].C(=O)([O-])[O-].[K+].[K+].Br[CH2:20][CH:21]1[CH2:26][CH2:25][CH2:24][S:23][CH2:22]1>C(#N)C.[I-].[K+]>[Cl:1][C:2]1[CH:7]=[C:6]([F:8])[C:5]([N+:9]([O-:11])=[O:10])=[CH:4][C:3]=1[O:12][CH2:20][CH:21]1[CH2:26][CH2:25][CH2:24][S:23][CH2:22]1 |f:1.2.3,6.7|. Procedure details: 47.9 g (250 mmol) of 2-chloro-4-fluoro-5-nitrophenol, 34.6 g (250 mmol) of potassium carbonate, 1 g of potassium iodide and 58.5 g (300 mmol) of 3-bromomethyltetrahydrothiopyran in 500 ml of acetonitrile were refluxed for 5 hours. The mixture was cooled to 25° C. and filtered, the solvent was removed from the filtrate, the residue was taken up in methylene chloride, and the solution was washed with water, dried and concentrated. 22 g (29%) of 2-chloro-4-fluoro-5-nitro-1-(3-tetrahydrothiopyranylm...